From a dataset of the Open Reaction Database (ORD), a public repository of structured organic reaction records. describe an organic reaction: reactants, conditions, products, and yield The reactants are O=C1NC=NC2=C(C=CC=C12)C(=O)OC (methyl 4-oxo-3,4-dihydroquinazoline-8-carboxylate), O=P(Cl)(Cl)Cl (POCl3), FC(C=1C=C(CN)C=CC1)(F)F (3-(trifluoromethyl)benzylamine), CCN(C(C)C)C(C)C (DIPEA). Run in ClCCCl (DCE). Conditions: temperature 90 celsius, time 1.5 hour. The product is FC(C=1C=C(CNC2=NC=NC3=C(C=CC=C23)C(=O)OC)C=CC1)(F)F (Methyl 4-{[3-(trifluoromethyl)benzyl]amino}quinazoline-8-carboxylate). Isolated yield 66.0%. As a reaction SMILES: O=[C:2]1[C:11]2[C:6](=[C:7]([C:12]([O:14][CH3:15])=[O:13])[CH:8]=[CH:9][CH:10]=2)[N:5]=[CH:4][NH:3]1.O=P(Cl)(Cl)Cl.CCN(C(C)C)C(C)C.[F:30][C:31]([F:41])([F:40])[C:32]1[CH:33]=[C:34]([CH:37]=[CH:38][CH:39]=1)[CH2:35][NH2:36]>ClCCCl>[F:30][C:31]([F:40])([F:41])[C:32]1[CH:33]=[C:34]([CH:37]=[CH:38][CH:39]=1)[CH2:35][NH:36][C:2]1[C:11]2[C:6](=[C:7]([C:12]([O:14][CH3:15])=[O:13])[CH:8]=[CH:9][CH:10]=2)[N:5]=[CH:4][N:3]=1. Procedure details: To a suspension of methyl 4-oxo-3,4-dihydroquinazoline-8-carboxylate (150 mg, 0.73 mmol) in 4 mL of anhydrous DCE, POCl3 (80 μL, 0.87 mmol, 1.2 equiv.) was added followed by DIPEA (630 μL, 3.6 mmol, 5.0 equiv.). The resulting mixture was stirred at 90° C. for 1-2 h. After cooling down to rt, 3-(trifluoromethyl)benzylamine (97 μL, 0.81 mmol, 1.1 equiv.) was added. The reaction mixture was stirred at 80° C. for 2-4-h. After work-up, the crude was purified by chromatography to yield the title compo...